Dataset: the Open Reaction Database (ORD), a public repository of structured organic reaction records. Task: describe an organic reaction: reactants, conditions, products, and yield Starting materials: [OH-].[Na+] (sodium hydroxide), C(#N)C(C(=O)N)C1OC(C(=C1Cl)Cl)=O (2-Cyano-2-(3,4-dichloro-5-oxo-2,5-dihydrofuran-2-yl)acetamide), Cl.C1(=CC=CC=C1)S(=O)(=O)C1=C(C=CC=C1)CN (1-[2-(phenylsulfonyl)phenyl]methanamine hydrochloride), C([O-])([O-])=O.[K+].[K+] (potassium carbonate). The solvent is C(C)O (ethanol). The product is Cl.ClC=1C=C(C(N(C1)CC1=C(C=CC=C1)S(=O)(=O)C1=CC=CC=C1)=N)C(=O)N (5-chloro-2-imino-1-[2-(phenylsulfonyl)benzyl]-1,2-dihydropyridine-3-carboxamide hydrochloride). Yield: 49.7%. RXN SMILES: [C:1]([CH:3]([CH:7]1[C:11]([Cl:12])=[C:10](Cl)C(=O)O1)[C:4]([NH2:6])=[O:5])#[N:2].Cl.[C:16]1([S:22]([C:25]2[CH:30]=[CH:29][CH:28]=[CH:27][C:26]=2[CH2:31][NH2:32])(=[O:24])=[O:23])[CH:21]=[CH:20][CH:19]=[CH:18][CH:17]=1.C(=O)([O-])[O-].[K+].[K+].[OH-].[Na+]>C(O)C>[ClH:12].[Cl:12][C:11]1[CH:7]=[C:3]([C:4]([NH2:6])=[O:5])[C:1](=[NH:2])[N:32]([CH2:31][C:26]2[CH:27]=[CH:28][CH:29]=[CH:30][C:25]=2[S:22]([C:16]2[CH:17]=[CH:18][CH:19]=[CH:20][CH:21]=2)(=[O:24])=[O:23])[CH:10]=1 |f:1.2,3.4.5,6.7,9.10|. Reported procedure: 2-Cyano-2-(3,4-dichloro-5-oxo-2,5-dihydrofuran-2-yl)acetamide (1.38 g), 1-[2-(phenylsulfonyl)phenyl]methanamine hydrochloride (2.0 g) and potassium carbonate (2.03 g) were stirred in ethanol (20 ml) at 90° C. for 20 hr. The reaction mixture was poured into 1N aqueous sodium hydroxide solution, and extracted with ethyl acetate. The organic layer was washed with saturated brine, dried over magnesium sulfate, and filtered. The solvent was evaporated under reduced pressure. The residue was purified ... The reactants are ( 7 ), diethyl (1-cyanoethyl) phosphonate, O1CCCC1 (tetrahydrofuran), C(=O)C1C(C1C(=O)OCC1=C(C(=C(C(=C1F)F)COC)F)F)(C)C (4-methoxymethyl-2,3,5,6-tetrafluorobenzyl 3-formyl-2,2-dimethylcyclopropanecarboxylate), O1CCCC1 (tetrahydrofuran), Cl (hydrochloric acid), C[Si](C)(C)[N-][Si](C)(C)C.[Na+] (sodium bis(trimethylsilyl)amide), O1CCCC1 (tetrahydrofuran). Reaction conditions: time 30 minute. The product is C(#N)C(=CC1C(C1C(=O)OCC1=C(C(=C(C(=C1F)F)COC)F)F)(C)C)C (4-methoxymethy-2,3,5,6-tetrafluorobenzyl 3-(2-cyano-1-propenyl)-2,2-dimethylcyclopropanecarboxylate). RXN SMILES: C[Si]([N-:5][Si](C)(C)C)(C)C.[Na+].[CH:11]([CH:13]1[CH:15]([C:16]([O:18][CH2:19][C:20]2[C:25]([F:26])=[C:24]([F:27])[C:23]([CH2:28][O:29][CH3:30])=[C:22]([F:31])[C:21]=2[F:32])=[O:17])[C:14]1([CH3:34])[CH3:33])=O.Cl.O1C[CH2:39][CH2:38][CH2:37]1>>[C:37]([C:38]([CH3:39])=[CH:11][CH:13]1[CH:15]([C:16]([O:18][CH2:19][C:20]2[C:21]([F:32])=[C:22]([F:31])[C:23]([CH2:28][O:29][CH3:30])=[C:24]([F:27])[C:25]=2[F:26])=[O:17])[C:14]1([CH3:34])[CH3:33])#[N:5] |f:0.1|. Reported procedure: Under nitrogen atmosphere, 0.54 g of diethyl (1-cyanoethyl) phosphonate was dissolved in 6 ml of tetrahydrofuran and 2.8 ml of a tetrahydrofuran solution of sodium bis(trimethylsilyl)amide (1 mol/l) were added thereto at about 0° C. The mixture was stirred for 30 minutes and 2 ml of a tetrahydrofuran solution containing 1.0 g of 4-methoxymethyl-2,3,5,6-tetrafluorobenzyl 3-formyl-2,2-dimethylcyclopropanecarboxylate given by formula (7): (prepared by the method described as reference production ex... Reported procedure: EDCI (54.0 mg, 0.282 mmol) was added in one portion to a solution of 2′-fluoro-5-(2-isopropyl-2H-pyrazol-3-yl)-4′-methyl-biphenyl-3-carboxylic acid (77.4 mg, 0.229 mmol), HOBt (40.0 mg, 0.296 mmol) and NMP (101.5 mg, 1.000 mmol) in CH2Cl2 (5 mL) at 0° C. After the reaction stirred at the same temperature for 1 hour, 2-amino-propan-1-ol (54 mg, 0.72 mmol) was added. The mixture was allowed to warm to room temperature and was stirred overnight. Solvent was removed under reduced pressure and the re... Conditions: time 1 hour. Solvent: C(Cl)Cl (CH2Cl2). Yields the product OCC(C)NC(=O)C=1C=C(C=C(C1)C=1N(N=CC1)C(C)C)C1=C(C=C(C=C1)C)F (2′-Fluoro-5-(2-isopropyl-2H-pyrazol-3-yl)-4′-methyl-biphenyl-3-carboxylic acid (2-hydroxy-1-methyl-ethyl)-amide). As a reaction SMILES: CCN=C=NCCCN(C)C.[F:12][C:13]1[CH:18]=[C:17]([CH3:19])[CH:16]=[CH:15][C:14]=1[C:20]1[CH:25]=[C:24]([C:26]2[N:27]([CH:31]([CH3:33])[CH3:32])[N:28]=[CH:29][CH:30]=2)[CH:23]=[C:22]([C:34](O)=[O:35])[CH:21]=1.C1C=CC2N(O)N=NC=2C=1.CN1C(=O)CCC1.[NH2:54][CH:55]([CH3:58])[CH2:56][OH:57]>C(Cl)Cl>[OH:57][CH2:56][CH:55]([NH:54][C:34]([C:22]1[CH:21]=[C:20]([C:14]2[CH:15]=[CH:16][C:17]([CH3:19])=[CH:18][C:13]=2[F:12])[CH:25]=[C:24]([C:26]2[N:27]([CH:31]([CH3:33])[CH3:32])[N:28]=[CH:29][CH:30]=2)[CH:23]=1)=[O:35])[CH3:58]. The yield is 59.6%. Starting materials: CCN=C=NCCCN(C)C (EDCI), FC1=C(C=CC(=C1)C)C1=CC(=CC(=C1)C=1N(N=CC1)C(C)C)C(=O)O (2′-fluoro-5-(2-isopropyl-2H-pyrazol-3-yl)-4′-methyl-biphenyl-3-carboxylic acid), C=1C=CC2=C(C1)N=NN2O (HOBt), CN1CCCC1=O (NMP), NC(CO)C (2-amino-propan-1-ol). Reactants: C(CCC)[Li] (n-Butyllithium), BrC1=C(N(C=C1C1=CC=CC=C1)C)C (3-bromo-1,2-dimethyl-4-phenyl-pyrrole), C1=CC=C(C=C1)S(=O)(=O)N(F)S(=O)(=O)C2=CC=CC=C2 (n-fluorodibenzene sulfonamide). The solvent is O1CCCC1 (tetrahydrofuran), O1CCCC1 (tetrahydrofuran). Reaction conditions: temperature -78 celsius, time 30 minute. Product: FC1=C(N(C=C1C1=CC=CC=C1)C)C (3-fluoro-1,2-dimethyl-4-phenyl-pyrrole). Isolated yield 38.4%. As a reaction SMILES: C([Li])CCC.Br[C:7]1[C:11]([C:12]2[CH:17]=[CH:16][CH:15]=[CH:14][CH:13]=2)=[CH:10][N:9]([CH3:18])[C:8]=1[CH3:19].C1C=CC(S(N(S(C2C=CC=CC=2)(=O)=O)[F:30])(=O)=O)=CC=1>O1CCCC1>[F:30][C:7]1[C:11]([C:12]2[CH:17]=[CH:16][CH:15]=[CH:14][CH:13]=2)=[CH:10][N:9]([CH3:18])[C:8]=1[CH3:19]. Procedure details: n-Butyllithium (2.06 mL, 1.6M solution, 3.30 mmol) was added to a solution of 3-bromo-1,2-dimethyl-4-phenyl-pyrrole (550 mg, 2.20 mmol) in tetrahydrofuran (10 mL) at −78° C. and the reaction mixture was stirred at −78° C. for 30 min. A solution of n-fluorodibenzene sulfonamide (901 mg, 2.86 mmol) in tetrahydrofuran (8 mL) was added to the reaction mixture at −78° C. and the reaction mixture was stirred at this temperature for another 1 h. The reaction mixture was allowed to warm to ambient tempe... Starting materials: CCCCCC.C(C)(=O)OCC (hexane ethyl acetate), ClC1=C(C=CC=C1Cl)C=1C(=CNC1)C(=O)N (4-(2,3-dichlorophenyl)pyrrole-3-carboxamide), COC1=CC=C(C=C1)P1(SP(S1)(C1=CC=C(C=C1)OC)=S)=S (2,4-bis(4-methoxyphenyl)-1,3-dithia-2,4-diphosphetane-2,4-disulfide). Solvent: O1CCCC1 (tetrahydrofuran). The product is ClC1=C(C=CC=C1Cl)C=1C(=CNC1)C(N)=S (4-(2,3-Dichlorophenyl)pyrrole-3-thiocarboxamide). Isolated yield 104.8%. Reaction SMILES: [Cl:1][C:2]1[C:7]([Cl:8])=[CH:6][CH:5]=[CH:4][C:3]=1[C:9]1[C:10]([C:14]([NH2:16])=O)=[CH:11][NH:12][CH:13]=1.COC1C=CC(P2(=S)SP(=S)(C3C=CC(OC)=CC=3)[S:26]2)=CC=1.CCCCCC.C(OCC)(=O)C>O1CCCC1>[Cl:1][C:2]1[C:7]([Cl:8])=[CH:6][CH:5]=[CH:4][C:3]=1[C:9]1[C:10]([C:14](=[S:26])[NH2:16])=[CH:11][NH:12][CH:13]=1 |f:2.3|. Reported procedure: A mixture of 4-(2,3-dichlorophenyl)pyrrole-3-carboxamide (0.98 g, 3.8 mmol) and 2,4-bis(4-methoxyphenyl)-1,3-dithia-2,4-diphosphetane-2,4-disulfide (0.77 g, 1.9 mmol) in tetrahydrofuran is heated at reflux for 75 minutes, cooled and concentrated in vacuo to obtain a residue. Chromatography of the residue using silica gel and a 1:1 hexane/ethyl acetate mixture gives the title product as a yellow solid (0.54 g, mp 128°-132° C.). Reactants: B(Br)(Br)Br (Boron tribromide), COC1=CC=C(C=C1)NC1=C(C(=O)N2CCCCC2)C=CC=C1 (1-[2-(4-methoxyphenylamino)benzoyl]piperidine), C(=O)=O (Dry Ice), C(C)(C)O (isopropyl alcohol). Solvent: C(Cl)Cl (methylene dichloride). Run at time 8 hour. The product is OC1=CC=C(C=C1)NC1=C(C(=O)N2CCCCC2)C=CC=C1 (1-[2-(4-hydroxyphenylamino)benzoyl]piperidine). Isolated yield 68.9%. Reaction SMILES: B(Br)(Br)Br.C[O:6][C:7]1[CH:12]=[CH:11][C:10]([NH:13][C:14]2[CH:27]=[CH:26][CH:25]=[CH:24][C:15]=2[C:16]([N:18]2[CH2:23][CH2:22][CH2:21][CH2:20][CH2:19]2)=[O:17])=[CH:9][CH:8]=1.C(=O)=O.C(O)(C)C>C(Cl)Cl>[OH:6][C:7]1[CH:8]=[CH:9][C:10]([NH:13][C:14]2[CH:27]=[CH:26][CH:25]=[CH:24][C:15]=2[C:16]([N:18]2[CH2:23][CH2:22][CH2:21][CH2:20][CH2:19]2)=[O:17])=[CH:11][CH:12]=1. Procedure: Boron tribromide (10 ml in 25 ml of methylene dichloride) was added dropwise over a 30 minute period to a solution of 15.5 g of 1-[2-(4-methoxyphenylamino)benzoyl]piperidine in 80 ml of dry methylene dichloride cooled in a bath of Dry Ice and isopropyl alcohol. The reaction mixture was allowed to warm to room temperature and to stand overnight. The solvent was then removed in vacuo, and the residue was treated with 100 ml of distilled water and made basic with about 250 ml of saturated sodium bi... The reactants are BrCCOC1=CC=C(C#N)C=C1 (4-(2-Bromoethoxy)benzonitrile), C1(C=2C(C(N1)=O)=CC=CC2)=O.[K] (potassium phthalimide). Solvent: CN(C)C=O (DMF). Reaction conditions: temperature 95 celsius. Yields the product C(#N)C1=CC=C(OCCN2C(C=3C(C2=O)=CC=CC3)=O)C=C1 (N-[2-(4-cyanophenoxy) ethyl]phthalimide). Reaction SMILES: Br[CH2:2][CH2:3][O:4][C:5]1[CH:12]=[CH:11][C:8]([C:9]#[N:10])=[CH:7][CH:6]=1.[C:13]1(=[O:23])[NH:17][C:16](=[O:18])[C:15]2=[CH:19][CH:20]=[CH:21][CH:22]=[C:14]12.[K]>CN(C=O)C>[C:9]([C:8]1[CH:11]=[CH:12][C:5]([O:4][CH2:3][CH2:2][N:17]2[C:16](=[O:18])[C:15]3=[CH:19][CH:20]=[CH:21][CH:22]=[C:14]3[C:13]2=[O:23])=[CH:6][CH:7]=1)#[N:10] |f:1.2,^1:23|. Reported procedure: 4-(2-Bromoethoxy)benzonitrile (7.3 g) was reacted with potassium phthalimide (5.98 g) in DMF (35 ml) by heating at 95° C. for 3 hours. The N-[2-(4-cyanophenoxy) ethyl]phthalimide obtained after extractive workup (7.30 g) was suspended in IMS (350 ml) and treated with hydrazine hydrate (6.25 g). The mixture was stirred for 22 hours and filtered. The solid obtained was washed with IMS and the combined filtrate and washings were evaporated to dryness. Water was added to this residue and the mixture... The reactants are C([O-])([O-])=O.[K+].[K+] (potassium carbonate), C1(=CC=CC=C1)O (phenol), C([O-])([O-])=O.[Na+].[Na+] (Sodium carbonate), ClC1=C(OC2=CC=C(C=C2)O)C=CC(=C1)C(F)(F)F (4-(2-chloro-4-trifluoromethylphenoxy)phenol), ClC(C(=O)O)C (α-chloropropionic acid). The solvent is O1CCOCC1 (dioxane), O (water). Conditions: time 4 hour. Yields the product ClC1=C(OC2=CC=C(OC(C(=O)O)C)C=C2)C=CC(=C1)C(F)(F)F (α-[4-(2-Chloro-4-trifluoromethylphenoxy)phenoxy]propionic Acid). As a reaction SMILES: [Cl:1][C:2]1[CH:15]=[C:14]([C:16]([F:19])([F:18])[F:17])[CH:13]=[CH:12][C:3]=1[O:4][C:5]1[CH:10]=[CH:9][C:8]([OH:11])=[CH:7][CH:6]=1.C(=O)([O-])[O-].[K+].[K+].Cl[CH:27]([CH3:31])[C:28]([OH:30])=[O:29].C1(O)C=CC=CC=1.C(=O)([O-])[O-].[Na+].[Na+]>O.O1CCOCC1>[Cl:1][C:2]1[CH:15]=[C:14]([C:16]([F:18])([F:17])[F:19])[CH:13]=[CH:12][C:3]=1[O:4][C:5]1[CH:6]=[CH:7][C:8]([O:11][CH:27]([CH3:31])[C:28]([OH:30])=[O:29])=[CH:9][CH:10]=1 |f:1.2.3,6.7.8|. Reported procedure: 28.9 g of 4-(2-chloro-4-trifluoromethylphenoxy)phenol was added to 50 ml of dioxane, and with stirring at 30° to 40° C., 13.8 g of potassium carbonate was added. The mixture was heated to 40° to 60° C., and 10.8 g of α-chloropropionic acid was added. The reaction was performed for 4 hours. The disappearance of the starting phenol was confirmed by gas chromatography, and the reaction product was poured into a suitable amount of water. Sodium carbonate was added to transfer the final product into ...